From a dataset of the Open Reaction Database (ORD), a public repository of structured organic reaction records. describe an organic reaction: reactants, conditions, products, and yield The reactants are [Al+3], COC(=O)c1ccc(C)nc1, [H-], [H-], [H-], [H-], [Li+], C1CCOC1, O. Product: Cc1ccc(CO)cn1. Reaction SMILES: [Al+3:13].[CH3:1][c:2]1[n:3][cH:4][c:5]([C:6](=[O:7])[O:8][CH3:9])[cH:10][cH:11]1.[H-:12].[H-:15].[H-:16].[H-:17].[Li+:14].[O:19]1[CH2:20][CH2:21][CH2:22][CH2:23]1.[OH2:18]>>[CH3:1][c:2]1[n:3][cH:4][c:5]([CH2:6][OH:7])[cH:10][cH:11]1.